This data is from the Open Reaction Database (ORD), a public repository of structured organic reaction records. The task is: describe an organic reaction: reactants, conditions, products, and yield Starting materials: Cl[O-].[Na+] (sodium hypochlorite), C1CCC2=CC=C(C=C12)C(C)=O (1-(2,3-dihydro-1H-inden-6-yl)ethanone), C(=O)(O)[O-].[Na+] (NaHCO3). Conditions: temperature 55 celsius, time 2 hour. Yields the product C1CCC2=CC(=CC=C12)C(=O)O (2,3-dihydro-1H-indene-5-carboxylic acid). Yield: 99.0%. Reaction SMILES: Cl[O-].[Na+].[CH2:4]1[C:12]2[C:7](=[CH:8][CH:9]=[C:10]([C:13](=[O:15])C)[CH:11]=2)[CH2:6][CH2:5]1.C([O-])(O)=[O:17].[Na+]>>[CH2:6]1[C:7]2[C:12](=[CH:11][C:10]([C:13]([OH:15])=[O:17])=[CH:9][CH:8]=2)[CH2:4][CH2:5]1 |f:0.1,3.4|. Procedure: To a stirred aqueous sodium hypochlorite solution (2230 ml, 1.80 mmol, 6%) at 55° C. was added 1-(2,3-dihydro-1H-inden-6-yl)ethanone (120.0 g, 0.75 mol) and the mixture was stirred at 55° C. for 2 h. After cooling to room temperature, saturated NaHCO3 solution was added until the solution became clear. The produced precipitate was filtered, washed several times with water and dried to afford the desired product (120.0 g, 99%). 1H NMR (CDCl3, 300 MHz) δ 2.07-2.17 (m, 2H), 2.96 (t, J=7.5 Hz, 4H), ...